The task is: describe an organic reaction: reactants, conditions, products, and yield. This data is from the Open Reaction Database (ORD), a public repository of structured organic reaction records. The reactants are O=C1CCC(=O)N1Br, Cc1c(Cl)cnn(C(C)(C)C)c1=O, O=C(OOC(=O)c1ccccc1)c1ccccc1, ClC(Cl)(Cl)Cl. The product is CC(C)(C)n1ncc(Cl)c(CBr)c1=O. Reaction SMILES: [Br:14][N:15]1[C:16](=[O:17])[CH2:18][CH2:19][C:20]1=[O:21].[C:1]([CH3:2])([CH3:3])([CH3:4])[n:5]1[n:6][cH:7][c:8]([Cl:13])[c:9]([CH3:12])[c:10]1=[O:11].[C:22]([O:23][O:24][C:25](=[O:26])[c:27]1[cH:28][cH:29][cH:30][cH:31][cH:32]1)(=[O:33])[c:34]1[cH:35][cH:36][cH:37][cH:38][cH:39]1.[C:40]([Cl:41])([Cl:42])([Cl:43])[Cl:44]>>[C:1]([CH3:2])([CH3:3])([CH3:4])[n:5]1[n:6][cH:7][c:8]([Cl:13])[c:9]([CH2:12][Br:14])[c:10]1=[O:11].